From a dataset of the Open Reaction Database (ORD), a public repository of structured organic reaction records. describe an organic reaction: reactants, conditions, products, and yield Reactants: C(C)(C)(C)OC(=O)N1[C@H](C(=O)O)C[C@@H](C1)N=[N+]=[N-] ((4S)-1-(tert-Butoxycarbonyl)-4-azido-L-proline). The solvent is O.C(C)O (water ethanol). Yields the product C(C)(C)(C)OC(=O)N1[C@H](C(=O)O)C[C@@H](C1)N ((4S)-1-(tert-Butoxycarbonyl)-4-amino-L-proline). Yield: 91.1%. Reaction SMILES: [C:1]([O:5][C:6]([N:8]1[CH2:15][C@@H:14]([N:16]=[N+]=[N-])[CH2:13][C@H:9]1[C:10]([OH:12])=[O:11])=[O:7])([CH3:4])([CH3:3])[CH3:2]>O.C(O)C>[C:1]([O:5][C:6]([N:8]1[CH2:15][C@@H:14]([NH2:16])[CH2:13][C@H:9]1[C:10]([OH:12])=[O:11])=[O:7])([CH3:4])([CH3:2])[CH3:3] |f:1.2|. Reported procedure: Azido acid 5b (1.10 g, 4.29 mmol) was dissolved in 100 ml 10% water/ethanol containing 150 mg Pd/C and hydrogenated at 100 psi for 16 h. The mixture was filtered through a pad of celite, washed with 50 mL of 1:1 water/ethanol and the filtrate concentrated to dryness. This material was recrystallized from water/ethanol to give 900 mg of 6 (84% yield), m.p.=225°-227° C. (decomp.) 1H NMR (D2O) δ 1.40/1.44 (m, 9H), 2.11 (m, 1H), 2.68 (m, 1H), 3.69 (m, 2H), 3.99 (m, 2H), 4.20 (dd, J=9.0/3.9 Hz, 1H). ...